This data is from the Open Reaction Database (ORD), a public repository of structured organic reaction records. The task is: describe an organic reaction: reactants, conditions, products, and yield Reactants: C(C)OC(C(CCCCOCCC1CCCCC1)=C)=O (6-(2-cyclohexylethoxy)-2-methylenehexanoic acid ethyl ester), ClC1=CC(=CC=C1)C(=O)OO (m-chloroperbenzoic acid). The solvent is C(Cl)Cl (methylene chloride). The product is C(C)OC(=O)C1(OC1)CCCCOCCC1CCCCC1 (2-[4-(2-Cyclohexylethoxy)-butyl]-oxirane-2-carboxylic acid ethyl ester). Reaction SMILES: [CH2:1]([O:3][C:4](=[O:20])[C:5](=[CH2:19])[CH2:6][CH2:7][CH2:8][CH2:9][O:10][CH2:11][CH2:12][CH:13]1[CH2:18][CH2:17][CH2:16][CH2:15][CH2:14]1)[CH3:2].ClC1C=CC=C(C(OO)=[O:29])C=1>C(Cl)Cl>[CH2:1]([O:3][C:4]([C:5]1([CH2:6][CH2:7][CH2:8][CH2:9][O:10][CH2:11][CH2:12][CH:13]2[CH2:14][CH2:15][CH2:16][CH2:17][CH2:18]2)[CH2:19][O:29]1)=[O:20])[CH3:2]. Procedure details: 5.3 g of the title compound, in the form of an oil, which is purified by chromatography on silica gel (migrating agent: 9:1 petroleum ether/ethyl acetate), are obtained by the procedure described in Example (1a) from 11.2 g of 6-(2-cyclohexylethoxy)-2-methylenehexanoic acid ethyl ester and 13.7 g of m-chloroperbenzoic acid in 100 ml of methylene chloride. Reactants: C(C1=CC=CC=C1)N1C(C2=CN=CC=C2C2=C1C=C(C=C2)OC[C@H](CC(C)C)NC(OC(C)(C)C)=O)=O ((S)-tert-butyl (1-((6-benzyl-5-oxo-5,6-dihydrobenzo[c][2,7]naphthyridin-8-yl)oxy)-4-methylpentan-2-yl)carbamate), solution, Cl (HCl), C(C)OCC (diethyl ether). Solvent: ClCCl (dichloromethane). Run at time 2 hour. The product is N[C@H](COC=1C=CC2=C(N(C(C3=CN=CC=C23)=O)CC2=CC=CC=C2)C1)CC(C)C ((S)-8-((2-amino-4-methylpentyl)oxy)-6-benzylbenzo[c][2,7]naphthyridin-5(6H)-one). Yield: 34.3%. As a reaction SMILES: [CH2:1]([N:8]1[C:17]2[CH:18]=[C:19]([O:22][CH2:23][C@@H:24]([NH:29]C(=O)OC(C)(C)C)[CH2:25][CH:26]([CH3:28])[CH3:27])[CH:20]=[CH:21][C:16]=2[C:15]2[C:10](=[CH:11][N:12]=[CH:13][CH:14]=2)[C:9]1=[O:37])[C:2]1[CH:7]=[CH:6][CH:5]=[CH:4][CH:3]=1.Cl.C(OCC)C>ClCCl>[NH2:29][C@@H:24]([CH2:25][CH:26]([CH3:28])[CH3:27])[CH2:23][O:22][C:19]1[CH:20]=[CH:21][C:16]2[C:15]3[C:10](=[CH:11][N:12]=[CH:13][CH:14]=3)[C:9](=[O:37])[N:8]([CH2:1][C:2]3[CH:7]=[CH:6][CH:5]=[CH:4][CH:3]=3)[C:17]=2[CH:18]=1. Reported procedure: To a solution of (S)-tert-butyl (1-((6-benzyl-5-oxo-5,6-dihydrobenzo[c][2,7]naphthyridin-8-yl)oxy)-4-methylpentan-2-yl)carbamate (35 mg, 0.070 mmol) in anhydrous dichloromethane (1 mL) was added a 2 M solution of HCl in diethyl ether (0.17 mL, 0.349 mmol) dropwise at 0° C. The reaction mixture was allowed to warm to room temperature and stirred for 2 h. The reaction mixture was then concentrated under reduced pressure to afford crude product which was purified by preparative TLC (ethyl acetate i... RXN SMILES: [CH2:5]([CH3:6])[O:7][P:8](=[O:9])([O:10][CH2:11][CH3:12])[CH2:13][O:14][c:15]1[c:16]([N+:23]([O-:24])=[O:25])[cH:17][c:18]([O:21][CH3:22])[cH:19][cH:20]1.[CH3:26][OH:27].[ClH:4].[Sn:1]([Cl:2])[Cl:3]>>[CH2:5]([CH3:6])[O:7][P:8](=[O:9])([O:10][CH2:11][CH3:12])[CH2:13][O:14][c:15]1[c:16]([NH2:23])[cH:17][c:18]([O:21][CH3:22])[cH:19][cH:20]1. Starting materials: CCOP(=O)(COc1ccc(OC)cc1[N+](=O)[O-])OCC, CO, Cl, Cl[Sn]Cl. Yields the product CCOP(=O)(COc1ccc(OC)cc1N)OCC. Starting materials: Cl (hydrochloric acid), C(C)(=O)O (acetic acid), FC1=C(C(=O)OC)C=C(C(=C1C)[N+](=O)[O-])F (methyl 2,5-difluoro-3-methyl-4-nitrobenzoate). Solvent: O (water). Product: FC1=C(C(=O)O)C=C(C(=C1C)[N+](=O)[O-])F (2,5-Difluoro-3-methyl-4-nitrobenzoic Acid). Yield: 71.4%. As a reaction SMILES: Cl.C(O)(=O)C.[F:6][C:7]1[C:16]([CH3:17])=[C:15]([N+:18]([O-:20])=[O:19])[C:14]([F:21])=[CH:13][C:8]=1[C:9]([O:11]C)=[O:10]>O>[F:6][C:7]1[C:16]([CH3:17])=[C:15]([N+:18]([O-:20])=[O:19])[C:14]([F:21])=[CH:13][C:8]=1[C:9]([OH:11])=[O:10]. Procedure details: Concentrated hydrochloric acid (15 ml) and acetic acid (5 ml) were added to methyl 2,5-difluoro-3-methyl-4-nitrobenzoate (9.1 g), and the mixture was heated under reflux for 3 hours. After the reaction mixture was cooled back to room temperature, water was added to conduct extraction with diethyl ether. After an organic layer was dried over anhydrous magnesium sulfate, the solvent was distilled off under reduced pressure to obtain the title compound (6.1 g) as a brown oil. The reactants are CC1=CC2=C(C=C1)C1=C(CN(CC1)CC(C)=O)C(O2)=O (1,2,3,4-tetrahydro-8-methyl-3-(2-oxopropyl)-5H-[1]benzopyrano[3,4-c]pyridin-5-one), CNC (dimethylamine). Procedure: Prepared by the method described for Example 38 from 1,2,3,4-tetrahydro-8-methyl-3-(2-oxopropyl)-5H-[1]benzopyrano[3,4-c]pyridin-5-one (2.0 g, 0.007 moles) and dimethylamine (5 g, 0.111 moles). Recrystallization from ethanol gave the product (1.2 g) as the dihydrochloride 10:7 hydrate, mp 224° C. (dec.). Yield: 57.1%. Yields the product CN(C(CN1CC2=C(CC1)C1=C(OC2=O)C=C(C=C1)C)C)C (3-[2-(Dimethylamino)propyl]-1,2,3,4-tetrahydro-8-methyl-5H-[1]-benzopyrano[3,4-c]pyridin-5-one). Reaction SMILES: [CH3:1][C:2]1[CH:7]=[CH:6][C:5]2[C:8]3[CH2:13][CH2:12][N:11]([CH2:14][C:15](=O)[CH3:16])[CH2:10][C:9]=3[C:18](=[O:20])[O:19][C:4]=2[CH:3]=1.[CH3:21][NH:22][CH3:23]>>[CH3:21][N:22]([CH3:23])[CH:15]([CH3:16])[CH2:14][N:11]1[CH2:12][CH2:13][C:8]2[C:5]3[CH:6]=[CH:7][C:2]([CH3:1])=[CH:3][C:4]=3[O:19][C:18](=[O:20])[C:9]=2[CH2:10]1.